Dataset: the Open Reaction Database (ORD), a public repository of structured organic reaction records. Task: describe an organic reaction: reactants, conditions, products, and yield Procedure: The reaction of sodium dicyanamide with 3,9-bis(3-aminopropyl)-2,4,8,10-tetraoxaspiro[5.5]undecane dihydrochloride proceeds as shown by the following formula (5) to produce 3,9-bis(3-cyanoguanidinopropyl)-2,4,8,10-tetraoxaspiro[5.5]undecane aimed at. ##STR12## As a reaction SMILES: [N-:1]([C:4]#[N:5])[C:2]#[N:3].[Na+].Cl.Cl.[NH2:9][CH2:10][CH2:11][CH2:12][CH:13]1[O:18][CH2:17][C:16]2([CH2:23][O:22][CH:21]([CH2:24][CH2:25][CH2:26][NH2:27])[O:20][CH2:19]2)[CH2:15][O:14]1>>[C:2]([NH:1][C:4](=[NH:5])[NH:27][CH2:26][CH2:25][CH2:24][CH:21]1[O:20][CH2:19][C:16]2([CH2:17][O:18][CH:13]([CH2:12][CH2:11][CH2:10][NH:9][C:4]([NH:1][C:2]#[N:3])=[NH:5])[O:14][CH2:15]2)[CH2:23][O:22]1)#[N:3] |f:0.1,2.3.4|. Yields the product C(#N)NC(NCCCC1OCC2(CO1)COC(OC2)CCCNC(=N)NC#N)=N (3,9-bis(3-cyanoguanidinopropyl)-2,4,8,10-tetraoxaspiro[5.5]undecane). Reactants: [N-](C#N)C#N.[Na+] (sodium dicyanamide), Cl.Cl.NCCCC1OCC2(CO1)COC(OC2)CCCN (3,9-bis(3-aminopropyl)-2,4,8,10-tetraoxaspiro[5.5]undecane dihydrochloride), ( 5 ).